From a dataset of the Open Reaction Database (ORD), a public repository of structured organic reaction records. describe an organic reaction: reactants, conditions, products, and yield Starting materials: NC1=CC=C2C(=N1)C(=CN2)C2CCN(CC2)C (5-amino-3-(1-methylpiperidin-4-yl)pyrrolo[3,2-b]pyridine), FC1=C(C(=O)Cl)C=CC(=C1)F (2,4-difluorobenzoyl chloride). Yields the product FC1=C(C(=O)NC2=CC=C3C(=N2)C(=CN3)C3CCN(CC3)C)C=CC(=C1)F (5-(N-[2,4-difluorobenzoyl]amino)-3-(1-methylpiperidin-4- yl)pyrrolo[3,2-b]pyridine). The yield is 73.6%. RXN SMILES: [NH2:1][C:2]1[N:7]=[C:6]2[C:8]([CH:11]3[CH2:16][CH2:15][N:14]([CH3:17])[CH2:13][CH2:12]3)=[CH:9][NH:10][C:5]2=[CH:4][CH:3]=1.[F:18][C:19]1[CH:27]=[C:26]([F:28])[CH:25]=[CH:24][C:20]=1[C:21](Cl)=[O:22]>>[F:18][C:19]1[CH:27]=[C:26]([F:28])[CH:25]=[CH:24][C:20]=1[C:21]([NH:1][C:2]1[N:7]=[C:6]2[C:8]([CH:11]3[CH2:16][CH2:15][N:14]([CH3:17])[CH2:13][CH2:12]3)=[CH:9][NH:10][C:5]2=[CH:4][CH:3]=1)=[O:22]. Reported procedure: Beginning with 0.010 gm (0.044 mMol) 5-amino-3-(1-methylpiperidin-4-yl)pyrrolo[3,2-b]pyridine and 0.006 mL (0.053 mMol) 2,4-difluorobenzoyl chloride, 0.012 gm (77%) of the title compound were prepared essentially by the procedure described in Example 7.